This data is from the Open Reaction Database (ORD), a public repository of structured organic reaction records. The task is: describe an organic reaction: reactants, conditions, products, and yield The reactants are BrCCCCBr, O=C([O-])[O-], CC(C)=O, [K+], [K+], O=C(c1ccc(O)cc1)c1c(-c2ccccc2)oc2ccccc12. Yields the product O=C(c1ccc(OCCCCBr)cc1)c1c(-c2ccccc2)oc2ccccc12. RXN SMILES: [Br:25][CH2:26][CH2:27][CH2:28][CH2:29][Br:30].[C:31](=[O:32])([O-:33])[O-:34].[CH3:37][C:38](=[O:39])[CH3:40].[K+:35].[K+:36].[OH:1][c:2]1[cH:3][cH:4][c:5]([C:6](=[O:7])[c:8]2[c:9](-[c:17]3[cH:18][cH:19][cH:20][cH:21][cH:22]3)[o:10][c:11]3[c:12]2[cH:13][cH:14][cH:15][cH:16]3)[cH:23][cH:24]1>>[O:1]([c:2]1[cH:3][cH:4][c:5]([C:6](=[O:7])[c:8]2[c:9](-[c:17]3[cH:18][cH:19][cH:20][cH:21][cH:22]3)[o:10][c:11]3[c:12]2[cH:13][cH:14][cH:15][cH:16]3)[cH:23][cH:24]1)[CH2:29][CH2:28][CH2:27][CH2:26][Br:25]. Starting materials: ClCCl, CC(C)(C)OC(=O)NC1CCN(CCn2c(=O)cnc3ccc(F)cc32)CC1, O=C(O)C(F)(F)F. Yields the product NC1CCN(CCn2c(=O)cnc3ccc(F)cc32)CC1. RXN SMILES: [Cl:36][CH2:37][Cl:38].[F:1][c:2]1[cH:3][cH:4][c:5]2[n:6][cH:7][c:8](=[O:28])[n:9]([CH2:12][CH2:13][N:14]3[CH2:15][CH2:16][CH:17]([NH:20][C:21](=[O:22])[O:23][C:24]([CH3:25])([CH3:26])[CH3:27])[CH2:18][CH2:19]3)[c:10]2[cH:11]1.[OH:29][C:30]([C:31]([F:32])([F:33])[F:34])=[O:35]>>[F:1][c:2]1[cH:3][cH:4][c:5]2[n:6][cH:7][c:8](=[O:28])[n:9]([CH2:12][CH2:13][N:14]3[CH2:15][CH2:16][CH:17]([NH2:20])[CH2:18][CH2:19]3)[c:10]2[cH:11]1. The reactants are BrC=1C=C2C(=CC1)OC(CC21N=C(C(=N1)N)C)C1COCCC1 (6-Bromo-5′-methyl-2-(tetrahydro-2H-pyran-3-yl)spiro[chroman-4,2′-imidazol]-4′-amine), BrC=1C=C2C(=CC1)OC(CC21N=C(C(=N1)N)C)C1COCCC1 (6-Bromo-5′-methyl-2-(tetrahydro-2H-pyran-3-yl)spiro[chroman-4,2′-imidazol]-4′-amine), ClC=1C=C(C=CC1)B(O)O (3-chlorophenylboronic acid). Product: ClC=1C=C(C=CC1)C=1C=C2C(=CC1)OC(CC21N=C(C(=N1)N)C)C1COCCC1 (6-(3-Chlorophenyl)-5′-methyl-2-(tetrahydro-2H-pyran-3-yl)spiro[chroman-4,2′-imidazol]-4′-amine). Reaction SMILES: Br[C:2]1[CH:3]=[C:4]2[C:11]3([N:15]=[C:14]([NH2:16])[C:13]([CH3:17])=[N:12]3)[CH2:10][CH:9]([CH:18]3[CH2:23][CH2:22][CH2:21][O:20][CH2:19]3)[O:8][C:5]2=[CH:6][CH:7]=1.[Cl:24][C:25]1[CH:26]=[C:27](B(O)O)[CH:28]=[CH:29][CH:30]=1>>[Cl:24][C:25]1[CH:30]=[C:29]([C:2]2[CH:3]=[C:4]3[C:11]4([N:15]=[C:14]([NH2:16])[C:13]([CH3:17])=[N:12]4)[CH2:10][CH:9]([CH:18]4[CH2:23][CH2:22][CH2:21][O:20][CH2:19]4)[O:8][C:5]3=[CH:6][CH:7]=2)[CH:28]=[CH:27][CH:26]=1. Reported procedure: 6-Bromo-5′-methyl-2-(tetrahydro-2H-pyran-3-yl)spiro[chroman-4,2′-imidazol]-4′-amine (Isomeric mixture 2 from Example 47 Step 3, 0.146 g, 0.39 mmol) was reacted with 3-chlorophenylboronic acid (0.091 g, 0.58 mmol) as described above. The isomers were separated using chiral HPLC methods: Run at time 0.5 hour. Reported procedure: 4-[(3-Benzyloxycarbonylpropoxy)carbonyloxymethyl]-1-[(2R,3R)-2-(2,4-difluorophenyl)-2-hydroxy-3-[2-oxo-3-[4-(1H-tetrazol-1-yl)phenyl]-1-imidazolidinyl]butyl]-1H-1,2,4-triazolium chloride (Compound 29, 155 mg) was dissolved in methanol (6 ml). To the solution were added 1N hydrochloric acid solution (0.2 ml) and 10% palladium-carbon (50% wet, 77 mg). The mixture was stirred for 0.5 hours at room temperature under a hydrogen atmosphere. The catalyst was filtered off, and to the filtrate was added ... The product is [Cl-].FC1=C(C=CC(=C1)F)[C@@](C[NH+]1N=CN(C1)COC(=O)OCCCC(=O)O)([C@@H](C)N1C(N(CC1)C1=CC=C(C=C1)N1N=NN=C1)=O)O (1-[(2R,3R)-2-(2,4-difluorophenyl)-2-hydroxy-3-[2-oxo-3-[4-(1H-tetrazol-1-yl)phenyl]-1-imidazolidinyl]butyl]-4-[(3-carboxypropoxy)carbonyloxymethyl]-1H-1,2,4-triazolium chloride). The reagents and catalysts are [C].[Pd] (palladium-carbon). Run in CO (methanol). Isolated yield 89.1%. Reactants: [Cl-].C(C1=CC=CC=C1)OC(=O)CCCOC(=O)OCN1C=N[NH+](C1)C[C@]([C@@H](C)N1C(N(CC1)C1=CC=C(C=C1)N1N=NN=C1)=O)(O)C1=C(C=C(C=C1)F)F (4-[(3-benzyloxycarbonylpropoxy)carbonyloxy-methyl]-1-[(2R, 3R)-2-(2,4-difluorophenyl)-2-hydroxy-3-[2-oxo-3-[4-(1H-tetrazol-1-yl)phenyl]-1-imidazolidinyl]butyl]-1H-1,2,4-triazolium chloride), [Cl-].C(C1=CC=CC=C1)OC(=O)CCCOC(=O)OCN1C=N[NH+](C1)C[C@]([C@@H](C)N1C(N(CC1)C1=CC=C(C=C1)N1N=NN=C1)=O)(O)C1=C(C=C(C=C1)F)F (4-[(3-benzyloxycarbonylpropoxy)carbonyloxy-methyl]-1-[(2R, 3R)-2-(2,4-difluorophenyl)-2-hydroxy-3-[2-oxo-3-[4-(1H-tetrazol-1-yl)phenyl]-1-imidazolidinyl]butyl]-1H-1,2,4-triazolium chloride), Cl (hydrochloric acid). As a reaction SMILES: [Cl-:1].C([O:9][C:10]([CH2:12][CH2:13][CH2:14][O:15][C:16]([O:18][CH2:19][N:20]1[CH2:24][NH+:23]([CH2:25][C@@:26]([C:47]2[CH:52]=[CH:51][C:50]([F:53])=[CH:49][C:48]=2[F:54])([OH:46])[C@H:27]([N:29]2[CH2:33][CH2:32][N:31]([C:34]3[CH:39]=[CH:38][C:37]([N:40]4[CH:44]=[N:43][N:42]=[N:41]4)=[CH:36][CH:35]=3)[C:30]2=[O:45])[CH3:28])[N:22]=[CH:21]1)=[O:17])=[O:11])C1C=CC=CC=1.Cl>CO.[C].[Pd]>[Cl-:1].[F:54][C:48]1[CH:49]=[C:50]([F:53])[CH:51]=[CH:52][C:47]=1[C@:26]([OH:46])([C@H:27]([N:29]1[CH2:33][CH2:32][N:31]([C:34]2[CH:35]=[CH:36][C:37]([N:40]3[CH:44]=[N:43][N:42]=[N:41]3)=[CH:38][CH:39]=2)[C:30]1=[O:45])[CH3:28])[CH2:25][NH+:23]1[CH2:24][N:20]([CH2:19][O:18][C:16]([O:15][CH2:14][CH2:13][CH2:12][C:10]([OH:11])=[O:9])=[O:17])[CH:21]=[N:22]1 |f:0.1,4.5,6.7|. Reactants: C(=O)([O-])[O-].[K+].[K+] (K2CO3), 1,1-bis(di-tert-butylphosphino)ferrocene palladium dichloride, N1(CCC1)C1=CC=C(C(=N1)CN1C(O[C@@H]([C@@H]1C)C1=CC(=CC(=C1)C(F)(F)F)C(F)(F)F)=O)Br ((4S,5R)-3-{[6-azetidin-1-yl-3-bromopyridin-2-yl]methyl}-5-[3,5-bis(trifluoromethyl)phenyl]-4-methyl-1,3-oxazolidin-2-one), COC1=C(C=C(C=C1)[N+](=O)[O-])B1OCC(CO1)(C)C (2-(2-methoxy-5-nitrophenyl)-5,5-dimethyl-1,3,2-dioxaborinane), N#N (N2). The solvent is O (water), C1CCOC1 (THF). Run at temperature 25 celsius, time 4 hour. Yields the product N1(CCC1)C1=CC=C(C(=N1)CN1C(O[C@@H]([C@@H]1C)C1=CC(=CC(=C1)C(F)(F)F)C(F)(F)F)=O)C1=C(C=CC(=C1)[N+](=O)[O-])OC ((4S,5R)-3-{[6-azetidin-1-yl-3-(2-methoxy-5-nitrophenyl)pyridin-2-yl]methyl}-5-[3,5-bis(trifluoromethyl)phenyl]-4-methyl-1,3-oxazolidin-2-one). RXN SMILES: [N:1]1([C:5]2[N:10]=[C:9]([CH2:11][N:12]3[C@@H:16]([CH3:17])[C@@H:15]([C:18]4[CH:23]=[C:22]([C:24]([F:27])([F:26])[F:25])[CH:21]=[C:20]([C:28]([F:31])([F:30])[F:29])[CH:19]=4)[O:14][C:13]3=[O:32])[C:8](Br)=[CH:7][CH:6]=2)[CH2:4][CH2:3][CH2:2]1.[CH3:34][O:35][C:36]1[CH:41]=[CH:40][C:39]([N+:42]([O-:44])=[O:43])=[CH:38][C:37]=1B1OCC(C)(C)CO1.N#N.C([O-])([O-])=O.[K+].[K+]>C1COCC1.O>[N:1]1([C:5]2[N:10]=[C:9]([CH2:11][N:12]3[C@@H:16]([CH3:17])[C@@H:15]([C:18]4[CH:23]=[C:22]([C:24]([F:27])([F:26])[F:25])[CH:21]=[C:20]([C:28]([F:31])([F:30])[F:29])[CH:19]=4)[O:14][C:13]3=[O:32])[C:8]([C:37]3[CH:38]=[C:39]([N+:42]([O-:44])=[O:43])[CH:40]=[CH:41][C:36]=3[O:35][CH3:34])=[CH:7][CH:6]=2)[CH2:4][CH2:3][CH2:2]1 |f:3.4.5|. Reported procedure: A solution of (4S,5R)-3-{[6-azetidin-1-yl-3-bromopyridin-2-yl]methyl}-5-[3,5-bis(trifluoromethyl)phenyl]-4-methyl-1,3-oxazolidin-2-one (1.2 g, 2.229 mmol) and 2-(2-methoxy-5-nitrophenyl)-5,5-dimethyl-1,3,2-dioxaborinane in THF (20 mL) was degassed with N2 at 25° C. 1N K2CO3 (20 mL) was added followed by 1,1-bis(di-tert-butylphosphino)ferrocene palladium dichloride (0.073 g, 0.111 mmol) and the reaction was stirred vigorously at 25° C. under N2 for 4 h. The reaction was diluted with water (50 mL)...